From a dataset of the Open Reaction Database (ORD), a public repository of structured organic reaction records. describe an organic reaction: reactants, conditions, products, and yield The yield is 35.0%. Procedure: Prepared from 3-allyloxycarbonylamino-4-hydroxy-butyric acid tert-butyl ester as described for 40 using cyclohexylmethanol to afford 1.04 g (higher RF) (35% yield) of anti diastereomer of the title compound and 1.295 g (lower Rf) (44% yield) of syn diastereomer. 1H-NMR (500 MHz, CDCl3) for anti diastereomer: δ 0.90-0.96 (m, 2H), 1.10-1.30 (m, 3H), 1.55-1.85 (m, 6H), 2.37-2.41 (d, H), 2.97-3.03 (m, H), 3.34-3.38 (m, H), 3.58-3.62 (m, H), 4.55-4.70 (m, 2H), 4.70-4.73 (m, H), 5.03 (bs, H), 5.22-5.3... Reactants: C(C)(C)(C)OC(CC(CO)NC(=O)OCC=C)=O (3-allyloxycarbonylamino-4-hydroxy-butyric acid tert-butyl ester), C1(CCCCC1)CO (cyclohexylmethanol). RXN SMILES: C([O:5][C:6](=[O:18])[CH2:7][CH:8]([NH:11][C:12]([O:14][CH2:15][CH:16]=[CH2:17])=[O:13])[CH2:9][OH:10])(C)(C)C.[CH:19]1([CH2:25]O)[CH2:24][CH2:23][CH2:22][CH2:21][CH2:20]1>>[CH2:15]([O:14][C:12](=[O:13])[NH:11][CH:8]1[CH2:7][C:6](=[O:5])[O:18][CH:9]1[O:10][CH2:25][CH:19]1[CH2:24][CH2:23][CH2:22][CH2:21][CH2:20]1)[CH:16]=[CH2:17]. Product: C(C=C)OC(NC1C(OC(C1)=O)OCC1CCCCC1)=O ((2-Cyclohexylmethoxy-5-oxo-tetrahydro-furan-3-yl)-carbamic acid allyl ester).